This data is from the Open Reaction Database (ORD), a public repository of structured organic reaction records. The task is: describe an organic reaction: reactants, conditions, products, and yield The reactants are BrC1=CC=C(C=C1)C1C(NC(O1)=O)CC1=CC(=CC=C1)OC(C(F)F)(F)F ((4RS,5SR)-5-(4-bromophenyl)-4-[3-(1,1,2,2-tetrafluoroethoxy)benzyl]-1,3-oxazolidin-2-one), [OH-].[Na+] (sodium hydroxide). Solvent: C(C)O (ethanol). Product: NC(C(O)C1=CC=C(C=C1)Br)CC1=CC(=CC=C1)OC(C(F)F)(F)F ((1RS,2SR)-2-amino-1-(4-bromophenyl)-3-[3-(1,1,2,2-tetrafluoroethoxy)phenyl]-1-propanol). RXN SMILES: [Br:1][C:2]1[CH:7]=[CH:6][C:5]([CH:8]2[O:12]C(=O)[NH:10][CH:9]2[CH2:14][C:15]2[CH:20]=[CH:19][CH:18]=[C:17]([O:21][C:22]([F:27])([F:26])[CH:23]([F:25])[F:24])[CH:16]=2)=[CH:4][CH:3]=1.[OH-].[Na+]>C(O)C>[NH2:10][CH:9]([CH2:14][C:15]1[CH:20]=[CH:19][CH:18]=[C:17]([O:21][C:22]([F:27])([F:26])[CH:23]([F:25])[F:24])[CH:16]=1)[CH:8]([C:5]1[CH:6]=[CH:7][C:2]([Br:1])=[CH:3][CH:4]=1)[OH:12] |f:1.2|. Procedure details: To a solution of (4RS,5SR)-5-(4-bromophenyl)-4-[3-(1,1,2,2-tetrafluoroethoxy)benzyl]-1,3-oxazolidin-2-one (14.0 g, 31.2 mmol) in ethanol (50 ml) was added 8N aqueous sodium hydroxide solution (15.6 ml, 125 mmol) and the mixture was heated under reflux for 2 hrs. The reaction solution was concentrated under reduced pressure, and water (200 ml) was added. The mixture was extracted with ethyl acetate (200 ml×2). The extract was washed with water, dried over anhydrous magnesium sulfate and evaporate... The reactants are CC#CC(CC(=O)OC)c1ccc(OCN2C(=O)C(C)(C)c3cc(Br)ccc32)cc1, Cl, [Na+], [OH-], O. Product: CC#CC(CC(=O)O)c1ccc(OCN2C(=O)C(C)(C)c3cc(Br)ccc32)cc1. RXN SMILES: [Br:1][c:2]1[cH:3][c:4]2[c:8]([cH:9][cH:10]1)[N:7]([CH2:11][O:12][c:13]1[cH:14][cH:15][c:16]([CH:19]([CH2:20][C:21](=[O:22])[O:23][CH3:24])[C:25]#[C:26][CH3:27])[cH:17][cH:18]1)[C:6](=[O:28])[C:5]2([CH3:29])[CH3:30].[ClH:31].[Na+:34].[OH-:33].[OH2:32]>>[Br:1][c:2]1[cH:3][c:4]2[c:8]([cH:9][cH:10]1)[N:7]([CH2:11][O:12][c:13]1[cH:14][cH:15][c:16]([CH:19]([CH2:20][C:21](=[O:22])[OH:23])[C:25]#[C:26][CH3:27])[cH:17][cH:18]1)[C:6](=[O:28])[C:5]2([CH3:29])[CH3:30]. The reactants are CC(C)=C (isobutylene), OS(=O)(=O)O (H2SO4), C1(CCCCC1)C1=C(C[C@H](N)C(=O)O)C=CC=C1.Cl (2-cyclohexyl-L-phenylalanine·HCl), amine, Cl (HCl). Run in O1CCOCC1 (1,4-dioxane). Product: C1(CCCCC1)C1=C(C[C@H](N)C(=O)OC(C)(C)C)C=CC=C1.Cl (tert-butyl 2-cyclohexyl-L-phenylalaninate·HCl). Yield: 80.0%. RXN SMILES: [CH:1]1([C:7]2[CH:18]=[CH:17][CH:16]=[CH:15][C:8]=2[CH2:9][C@@H:10]([C:12]([OH:14])=[O:13])[NH2:11])[CH2:6][CH2:5][CH2:4][CH2:3][CH2:2]1.[ClH:19].[CH3:20][C:21](=[CH2:23])[CH3:22].OS(O)(=O)=O.Cl>O1CCOCC1>[CH:1]1([C:7]2[CH:18]=[CH:17][CH:16]=[CH:15][C:8]=2[CH2:9][C@@H:10]([C:12]([O:14][C:21]([CH3:23])([CH3:22])[CH3:20])=[O:13])[NH2:11])[CH2:6][CH2:5][CH2:4][CH2:3][CH2:2]1.[ClH:19] |f:0.1,6.7|. Reported procedure: According to example 54, 0.73 g of 2-cyclohexyl-L-phenylalanine·HCl was treated with 25 mL of isobutylene in 25 mL of 1,4-dioxane in the presence of 0.4 mL of conc. H2SO4. Work-up followed by acidification of the free amine with ethereal HCl afforded 0.70 g (80%) of tert-butyl 2-cyclohexyl-L-phenylalaninate·HCl as a yellow foam. Reaction SMILES: [S:1]1[CH:5]=[CH:4][C:3]2[CH:6]=[CH:7][CH:8]=[CH:9][C:2]1=2.[Br:10][C:11]1[CH:12]=[C:13]([CH:17]=[CH:18][C:19]=1[O:20][CH3:21])[C:14]([OH:16])=O>>[Br:10][C:11]1[CH:12]=[C:13]([C:14]([C:4]2[C:3]3[CH:6]=[CH:7][CH:8]=[CH:9][C:2]=3[S:1][C:5]=2[C:13]2[CH:17]=[CH:18][C:19]([O:20][CH3:21])=[CH:11][CH:12]=2)=[O:16])[CH:17]=[CH:18][C:19]=1[O:20][CH3:21]. The yield is 76.0%. The reactants are S1C2=C(C=C1)C=CC=C2 (benzo[b]thiophene), BrC=1C=C(C(=O)O)C=CC1OC (3-bromo-4-methoxybenzoic acid). Product: BrC=1C=C(C=CC1OC)C(=O)C=1C2=C(SC1C1=CC=C(C=C1)OC)C=CC=C2 (2-(4-Methoxyphenyl)benzo[b]thiophen-3-yl 3-Bromo-4-methoxyphenyl Ketone). Procedure details: The title compound was prepared in 76% yield from 2-(4-methoxyphenyl)]benzo[b]thiophene (Example 3, Part A) and 3-bromo-4-methoxybenzoic acid by essentially following the procedures detailed in Example 2, Part C. Starting materials: C(=O)C=C (acrolein), CC=C(CC)N1CCCC1 (N-(3-pent-2-enyl)-pyrrolidine). Solvent: C1=CC=CC=C1 (benzene). Conditions: time 8 hour. The product is CC=1C(C(CCC1)C)=O (2,6-dimethyl-cyclohex-2-en-1-one). Isolated yield 60.0%. RXN SMILES: [CH:1]([CH:3]=[CH2:4])=[O:2].[CH3:5][CH:6]=[C:7](N1CCCC1)[CH2:8][CH3:9]>C1C=CC=CC=1>[CH3:4][C:3]1[C:1](=[O:2])[CH:6]([CH3:5])[CH2:7][CH2:8][CH:9]=1. Procedure: 19.6 g (0.35 mole) of freshly distilled acrolein is added dropwise at a maximum of 50° C., with ice-cooling, to a solution of 27.8 g (0.2 mole) of N-(3-pent-2-enyl)-pyrrolidine in 50 ml of benzene. After completion of the addition, the mixture is stirred overnight at room temperature; it is subsequently heated for 2 hours at 50°-55° C. and then concentrated by evaporation. The oil remaining is dissolved in 250 ml of 20% hydrochloric acid and the solution is stirred overnight. Extraction is then ... Reactants: IC (iodomethane), [Si](C1=CC=CC=C1)(C1=CC=CC=C1)(C(C)(C)C)O[C@@H](CC)[C@@H]1CCC(O1)=O ((5S)-5-[(1S)-1-[tert-butyl(diphenyl)silyl]oxypropyl]tetrahydrofuran-2-one), [Si](C1=CC=CC=C1)(C1=CC=CC=C1)(C(C)(C)C)O[C@@H](CC)[C@@H]1CCC(O1)=O ((5S)-5-[(1S)-1-[tert-butyl(diphenyl)silyl]oxypropyl]tetrahydrofuran-2-one), C(C)(C)[N-]C(C)C.[Li+] (lithium diisopropylamide). Solvent: C1CCOC1 (THF). Run at temperature -78 celsius, time 1 hour. The product is [Si](C1=CC=CC=C1)(C1=CC=CC=C1)(C(C)(C)C)O[C@@H](CC)[C@@H]1C[C@H](C(O1)=O)C ((3R,5S)-5-[(1S)-1-[tert-butyl(diphenyl)silyl]oxypropyl]-3-methyl-tetrahydrofuran-2-one). Isolated yield 87.3%. As a reaction SMILES: [Si:1]([O:18][C@H:19]([C@H:22]1[O:26][C:25](=[O:27])[CH2:24][CH2:23]1)[CH2:20][CH3:21])([C:14]([CH3:17])([CH3:16])[CH3:15])([C:8]1[CH:13]=[CH:12][CH:11]=[CH:10][CH:9]=1)[C:2]1[CH:7]=[CH:6][CH:5]=[CH:4][CH:3]=1.[CH:28]([N-]C(C)C)(C)C.[Li+].IC>C1COCC1>[Si:1]([O:18][C@H:19]([C@H:22]1[O:26][C:25](=[O:27])[C@H:24]([CH3:28])[CH2:23]1)[CH2:20][CH3:21])([C:14]([CH3:15])([CH3:16])[CH3:17])([C:8]1[CH:13]=[CH:12][CH:11]=[CH:10][CH:9]=1)[C:2]1[CH:7]=[CH:6][CH:5]=[CH:4][CH:3]=1 |f:1.2|. Procedure: To a solution of (5S)-5-[(1S)-1-[tert-butyl(diphenyl)silyl]oxypropyl]tetrahydrofuran-2-one (Compound 28e-S, 3.0 g, 7.8 mmol) in THF (60 mL) at −78° C. was added lithium diisopropylamide (2M in THF, 5.9 mL, 11.8 mmol) dropwise. After addition, the reaction was stirred at −78° C. for 1 hour. To the mixture was added iodomethane (5.5 g, 39 mmol) and the mixture was stirred at −78° C. for another 1 hour. The mixture was quenched with saturated NH4Cl solution (40 mL), extracted with EtOAc (100 mL) tw... Reactants: OCCOc1cccnc1Br, CC(C)(C)[Si](C)(C)Cl, [Na+], CN(C)C=O, [OH-], c1c[nH]cn1. Yields the product CC(C)(C)[Si](C)(C)OCCOc1cccnc1Br. As a reaction SMILES: [Br:9][c:10]1[n:11][cH:12][cH:13][cH:14][c:15]1[O:16][CH2:17][CH2:18][OH:19].[CH3:1][Si:2]([C:3]([CH3:4])([CH3:5])[CH3:6])([CH3:7])[Cl:8].[Na+:31].[O:25]=[CH:26][N:27]([CH3:28])[CH3:29].[OH-:30].[nH:20]1[cH:21][cH:22][n:23][cH:24]1>>[CH3:1][Si:2]([C:3]([CH3:4])([CH3:5])[CH3:6])([CH3:7])[O:19][CH2:18][CH2:17][O:16][c:15]1[c:10]([Br:9])[n:11][cH:12][cH:13][cH:14]1. The reactants are Cl (hydrochloride), BrCCCCN1C(CC(CC1=O)(CCC)C)=O (N-(4-bromobutyl)-3-methyl-3-n-propylglutarimide), N1(CCNCC1)C1=NSC2=C1C=CC=C2 (3-(1-piperazinyl)-1,2-benzisothiazole), hydrochloride salt. Product: S1N=C(C2=C1C=CC=C2)N2CCN(CC2)CCCCN2C(CC(CC2=O)(CCC)C)=O (1-[4-[4-(1,2-Benzisothiazol-3-yl)-1-piperazinyl]butyl]-4-methyl-4-propyl-2,6-piperidinedione). Reaction SMILES: Cl.Br[CH2:3][CH2:4][CH2:5][CH2:6][N:7]1[C:12](=[O:13])[CH2:11][C:10]([CH3:17])([CH2:14][CH2:15][CH3:16])[CH2:9][C:8]1=[O:18].[N:19]1([C:25]2[C:29]3[CH:30]=[CH:31][CH:32]=[CH:33][C:28]=3[S:27][N:26]=2)[CH2:24][CH2:23][NH:22][CH2:21][CH2:20]1>>[S:27]1[C:28]2[CH:33]=[CH:32][CH:31]=[CH:30][C:29]=2[C:25]([N:19]2[CH2:20][CH2:21][N:22]([CH2:3][CH2:4][CH2:5][CH2:6][N:7]3[C:12](=[O:13])[CH2:11][C:10]([CH3:17])([CH2:14][CH2:15][CH3:16])[CH2:9][C:8]3=[O:18])[CH2:23][CH2:24]2)=[N:26]1. Procedure: Title product hydrochloride--Reaction of N-(4-bromobutyl)-3-methyl-3-n-propylglutarimide with 3-(1-piperazinyl)-1,2-benzisothiazole and conversion of the free base to the hydrochloride salt according to the procedure of Example 3 affords 1-[4-[4-(1,2-benzisothiazol-3-yl)-1-piperazinyl]butyl]-4-methyl-4-propyl-2,6-piperidinedione hydrochloride, m.p. 163°-165° C. Reactants: formula III, B(F)(F)F.CCOCC (boron trifluoride etherate), substituted benzaldehyde, formula II, S(O)(O)(=O)=O (sulphuric acid), NC1=CC=C(C(=N)N)C=C1 (4-aminobenzamidine), N#[C-] (isonitrile), Cl (hydrochloric acid). Solvent: C(C)(C)O (isopropanol), C(C)O (ethanol), O1CCCC1 (tetrahydrofuran), O1CCOCC1 (dioxane), O (water), CO (methanol), O1CCCC1 (tetrahydrofuran), O (water), C(C)(C)O (isopropanol). Product: C=1(C(=CC=CC1)S(=O)(=O)O)C (toluenesulphonic acid). As a reaction SMILES: N#[C-].N[C:4]1[CH:12]=[CH:11][C:7]([C:8](N)=N)=[CH:6][CH:5]=1.Cl.[S:14](=O)(=[O:17])([OH:16])[OH:15].B(F)(F)F.CCOCC>O.C(O)(C)C.O1CCCC1.O1CCOCC1.C(O)C.CO>[C:7]1([CH3:8])[C:6]([S:14]([OH:17])(=[O:16])=[O:15])=[CH:5][CH:4]=[CH:12][CH:11]=1 |f:4.5|. Reported procedure: The reaction of a substituted benzaldehyde of the formula II, an isonitrile of the formula RNC and a 4-aminobenzamidine of the formula III is advantageously carried out in a solvent (e.g. methanol, isopropanol, ethanol, dioxane, or tetrahydrofuran), or in a solvent mixture (e.g. tetrahydrofuran and water or isopropanol and water), advantageously by using an inorganic acid (e.g. hydrochloric acid, sulphuric acid or boron trifluoride etherate), or an organic acid (e.g. toluenesulphonic acid), or i...